From a dataset of the Open Reaction Database (ORD), a public repository of structured organic reaction records. describe an organic reaction: reactants, conditions, products, and yield Starting materials: BrC1=CC=C(CC(C(=O)O)C(=O)O)C=C1 (2-(4-bromobenzyl)malonic acid). Run in CS(=O)C (dimethylsulfoxide). Yields the product BrC1=CC=C(C=C1)CCC(=O)O (3-(4-bromophenyl)propanoic acid). Yield: 97.6%. RXN SMILES: [Br:1][C:2]1[CH:15]=[CH:14][C:5]([CH2:6][CH:7](C(O)=O)[C:8]([OH:10])=[O:9])=[CH:4][CH:3]=1>CS(C)=O>[Br:1][C:2]1[CH:3]=[CH:4][C:5]([CH2:6][CH2:7][C:8]([OH:10])=[O:9])=[CH:14][CH:15]=1. Reported procedure: A solution of 2-(4-bromobenzyl)malonic acid (18 g, 66.18 mmol, 1.00 equiv) in dimethylsulfoxide (50 mL) was stirred at 160° C. for 2 h. The reaction mixture was cooled to room temperature and the product was precipitated by the addition of 200 mL ice and water. The solid was collected by filtration, washed with 1×50 mL of water and dried in a vacuum oven to give 14.8 g (98%) of 3-(4-bromophenyl)propanoic acid as a white solid. LC-MS: (ES, m/z): 229 [M+H]+. 1HNMR (400 MHz, DMSO-d6, ppm): δ 7.45 (... Starting materials: COC1=CC=C2CCC(CC2=C1)N(CCC)C1CCNCC1 ((7-methoxy-1,2,3,4-tetrahydro-naphthalen-2-yl)-piperidin-4-yl-propyl-amine), C(C)(=O)N1CCC(CC1)C(=O)O (1-acetylpiperidine-4-carboxylic acid), CCN=C=NCCCN(C)C (EDCI), C=1C=CC2=C(C1)N=NN2O (HOBT). Run in CCN(C(C)C)C(C)C (DIEA). Reaction conditions: temperature 25 celsius, time 48 hour. The product is COC1=CC=C2CCC(CC2=C1)N(C1CCN(CC1)C(=O)C1CCN(CC1)C(C)=O)CCC (1-(4-{4-[(7-Methoxy-1,2,3,4-tetrahydro-naphthalen-2-yl)-propyl-amino]-piperidine-1-carbonyl}-piperidin-1-yl)-ethanone). RXN SMILES: [CH3:1][O:2][C:3]1[CH:12]=[C:11]2[C:6]([CH2:7][CH2:8][CH:9]([N:13]([CH:17]3[CH2:22][CH2:21][NH:20][CH2:19][CH2:18]3)[CH2:14][CH2:15][CH3:16])[CH2:10]2)=[CH:5][CH:4]=1.[C:23]([N:26]1[CH2:31][CH2:30][CH:29]([C:32](O)=[O:33])[CH2:28][CH2:27]1)(=[O:25])[CH3:24].CCN=C=NCCCN(C)C.C1C=CC2N(O)N=NC=2C=1>CCN(C(C)C)C(C)C>[CH3:1][O:2][C:3]1[CH:12]=[C:11]2[C:6]([CH2:7][CH2:8][CH:9]([N:13]([CH2:14][CH2:15][CH3:16])[CH:17]3[CH2:18][CH2:19][N:20]([C:32]([CH:29]4[CH2:28][CH2:27][N:26]([C:23](=[O:25])[CH3:24])[CH2:31][CH2:30]4)=[O:33])[CH2:21][CH2:22]3)[CH2:10]2)=[CH:5][CH:4]=1. Reported procedure: To a solution of (7-methoxy-1,2,3,4-tetrahydro-naphthalen-2-yl)-piperidin-4-yl-propyl-amine (200 μL of 0.25 M in dimethyl formamide, 50 μmole) was added 1-acetylpiperidine-4-carboxylic acid (220 μL of 0.25M in DMF), 300 μL of EDCI (0.25M in DMF) and 220 uL of HOBT (0.25M in DMF) and 30 μL DIEA. The solution was allowed to stir for 48 h at 25° C. under N2. Concentrated in vacuo. The final product was isolated by preparative RPHPLC (YMC Combiprep ODS-A column, 10-90% acetonitrile: water (0.1% TFA)... Starting materials: O=[N+]([O-])c1ccc(O)c(Cl)c1, [H][H], C1CCOC1. Product: Nc1ccc(O)c(Cl)c1. As a reaction SMILES: [Cl:1][c:2]1[c:3]([OH:11])[cH:4][cH:5][c:6]([N+:8]([O-:9])=[O:10])[cH:7]1.[H:12][H:13].[O:14]1[CH2:15][CH2:16][CH2:17][CH2:18]1>>[Cl:1][c:2]1[c:3]([OH:11])[cH:4][cH:5][c:6]([NH2:8])[cH:7]1. Starting materials: CCO, N#Cc1ccc(C2=CCOCC2)cc1. The product is N#Cc1ccc(C2CCOCC2)cc1. RXN SMILES: [CH3:15][CH2:16][OH:17].[O:1]1[CH2:2][CH2:3][C:4]([c:7]2[cH:8][cH:9][c:10]([C:11]#[N:12])[cH:13][cH:14]2)=[CH:5][CH2:6]1>>[O:1]1[CH2:2][CH2:3][CH:4]([c:7]2[cH:8][cH:9][c:10]([C:11]#[N:12])[cH:13][cH:14]2)[CH2:5][CH2:6]1. Reactants: CC1=CC=C(CC2CCNCC2)C=C1 (4-(4-Methylbenzyl)-piperidine), C(C1=CC=CC=C1)OC1=CC2=CC=C(C=C2C=C1)OCCBr (2-benzyloxy-6-(2-bromo-ethoxy)-naphthalene), C([O-])([O-])=O.[K+].[K+] (potassium carbonate). The product is CC1=CC=C(CC2CCN(CC2)CCOC=2C=C3C=CC(=CC3=CC2)O)C=C1 (4-(4-Methylbenzyl)-1-(2-(2-hydroxynaphth-6-oxy)ethyl)piperidine). RXN SMILES: [CH3:1][C:2]1[CH:14]=[CH:13][C:5]([CH2:6][CH:7]2[CH2:12][CH2:11][NH:10][CH2:9][CH2:8]2)=[CH:4][CH:3]=1.[CH2:15]([O:22][C:23]1[CH:32]=[CH:31][C:30]2[C:25](=[CH:26][CH:27]=[C:28]([O:33]CCBr)[CH:29]=2)[CH:24]=1)[C:16]1C=CC=CC=1.C(=O)([O-])[O-].[K+].[K+]>>[CH3:1][C:2]1[CH:3]=[CH:4][C:5]([CH2:6][CH:7]2[CH2:12][CH2:11][N:10]([CH2:16][CH2:15][O:22][C:23]3[CH:24]=[C:25]4[C:30](=[CH:31][CH:32]=3)[CH:29]=[C:28]([OH:33])[CH:27]=[CH:26]4)[CH2:9][CH2:8]2)=[CH:13][CH:14]=1 |f:2.3.4|. Reported procedure: The title compound was prepared from 4-(4-Methylbenzyl)-piperidine and and 2-benzyloxy-6-(2-bromo-ethoxy)-naphthalene and potassium carbonate in two steps as a solid, mp 164-166° C. Analysis calculated for CH25H29O2 : C, 79.96; H, 7.78; N, 3.73. Found: C, 79.63; H, 7.84; N, 3.67. Starting materials: C1COCCO1, CO, ClCCl, Cl, Cc1cc(Nc2nc(C(=O)c3ccc(F)cc3)nc3ccccc23)n[nH]1. The product is Cl, Cc1cc(Nc2nc(C(O)c3ccc(F)cc3)nc3ccccc23)n[nH]1. Reaction SMILES: [CH2:28]1[O:29][CH2:30][CH2:31][O:32][CH2:33]1.[CH3:34][OH:35].[Cl:36][CH2:37][Cl:38].[ClH:27].[F:1][c:2]1[cH:3][cH:4][c:5]([C:8](=[O:9])[c:10]2[n:11][c:12]3[cH:13][cH:14][cH:15][cH:16][c:17]3[c:18]([NH:20][c:21]3[n:22][nH:23][c:24]([CH3:26])[cH:25]3)[n:19]2)[cH:6][cH:7]1>>[ClH:27].[F:1][c:2]1[cH:3][cH:4][c:5]([CH:8]([OH:9])[c:10]2[n:11][c:12]3[cH:13][cH:14][cH:15][cH:16][c:17]3[c:18]([NH:20][c:21]3[n:22][nH:23][c:24]([CH3:26])[cH:25]3)[n:19]2)[cH:6][cH:7]1.